From a dataset of the Open Reaction Database (ORD), a public repository of structured organic reaction records. describe an organic reaction: reactants, conditions, products, and yield Starting materials: COc1ccc([N+](=O)[O-])cn1, N#CCOc1ccc(Cl)cc1, Cl, C1CCOC1. Product: COc1ccc([N+](=O)[O-])c(CC#N)n1. As a reaction SMILES: [CH3:1][O:2][c:3]1[n:4][cH:5][c:6]([N+:9](=[O:10])[O-:11])[cH:7][cH:8]1.[Cl:12][c:13]1[cH:14][cH:15][c:16]([O:17][CH2:18][C:19]#[N:20])[cH:21][cH:22]1.[ClH:23].[O:24]1[CH2:25][CH2:26][CH2:27][CH2:28]1>>[CH3:1][O:2][c:3]1[n:4][c:5]([CH2:18][C:19]#[N:20])[c:6]([N+:9](=[O:10])[O-:11])[cH:7][cH:8]1. Starting materials: C(=O)(N1C=NC=C1)N1C=NC=C1 (1,1'-carbonyl-diimidazole), CN1N=C(C(=C1OC)C(=O)O)C (1,3-dimethyl-5-methoxy-4-pyrazole carboxylic acid), NCC1N(CCC1)CC (2-(aminomethyl)-1-ethylpyrrolidine). Run in CN(C=O)C (N,N-dimethylformamide), O1CCCC1 (tetrahydrofuran). Conditions: time 1 hour. Product: C(C)N1C(CCC1)CNC(=O)C=1C(=NN(C1OC)C)C (N-[(1-ethyl-2-pyrrolidinyl) methyl]-5-methoxy-1,3-dimethylpyrazole-4-carboxamide). Isolated yield 90.0%. As a reaction SMILES: [CH3:1][N:2]1[C:6]([O:7][CH3:8])=[C:5]([C:9](O)=[O:10])[C:4]([CH3:12])=[N:3]1.C(N1C=CN=C1)(N1C=CN=C1)=O.[NH2:25][CH2:26][CH:27]1[CH2:31][CH2:30][CH2:29][N:28]1[CH2:32][CH3:33]>CN(C)C=O.O1CCCC1>[CH2:32]([N:28]1[CH2:29][CH2:30][CH2:31][CH:27]1[CH2:26][NH:25][C:9]([C:5]1[C:4]([CH3:12])=[N:3][N:2]([CH3:1])[C:6]=1[O:7][CH3:8])=[O:10])[CH3:33]. Procedure details: 3.1 g (0.0178 mole) of 1,3-dimethyl-5-methoxy-4-pyrazole carboxylic acid was dissolved in 15 ml of dry N,N-dimethylformamide. Then 3.18 g (0.0196 mole) of 1,1'-carbonyl-diimidazole was added. The reaction mixture was stirred for one hour. A solution of 2.28 g (0.0178 mole) of 2-(aminomethyl)-1-ethylpyrrolidine in 10 ml of dry tetrahydrofuran was added dropwise with stirring over 1/2 hour. The reaction was then stirred overnight at room temperature and the solvent evaporated under vacuum (1 mm) a... Reactants: FC(C=1C=CC(NC1)=O)(F)F (5-trifluoromethyl-2-pyridone), ClCl (chlorine). Solvent: C(Cl)(Cl)Cl (chloroform). Yields the product ClC=1C(NC=C(C1)C(F)(F)F)=O (3-Chloro-5-trifluoromethyl-2-pyridone). As a reaction SMILES: [F:1][C:2]([F:11])([F:10])[C:3]1[CH:4]=[CH:5][C:6](=[O:9])[NH:7][CH:8]=1.[Cl:12]Cl>C(Cl)(Cl)Cl>[Cl:12][C:5]1[C:6](=[O:9])[NH:7][CH:8]=[C:3]([C:2]([F:1])([F:10])[F:11])[CH:4]=1. Procedure details: [A] 0.2 g of 5-trifluoromethyl-2-pyridone was dissolved in 20 ml of chloroform, and chlorine gas was pressed through the solution at 50° C. for 1 hour while stirring. After completion of the reaction, the chloroform was distilled off, and recrystallization was performed from a mixed solvent of toluene and n-hexane to obtain 0.15 g of the titled compound having a melting point of 144° to 147° C. The recrystallization was further repeated to obtain 0.09 g of the titled compound having a melting po...